describe an organic reaction: reactants, conditions, products, and yield From a dataset of the Open Reaction Database (ORD), a public repository of structured organic reaction records. Starting materials: OC=1C=C(C=CC1)C1=CN(C=C(C1=O)C1=CC=CC=C1)C (3-(3-hydroxyphenyl)-1-methyl-5-phenyl-4(1H)-pyridone), [H-].[Na+] (sodium hydride), C(C)I (ethyl iodide). The solvent is CS(=O)C (dimethylsulfoxide). Yields the product C(C)OC=1C=C(C=CC1)C1=CN(C=C(C1=O)C1=CC=CC=C1)C (3-(3-ethoxyphenyl)-1-methyl-5-phenyl-4(1H)-pyridone). As a reaction SMILES: [OH:1][C:2]1[CH:3]=[C:4]([C:8]2[C:13](=[O:14])[C:12]([C:15]3[CH:20]=[CH:19][CH:18]=[CH:17][CH:16]=3)=[CH:11][N:10]([CH3:21])[CH:9]=2)[CH:5]=[CH:6][CH:7]=1.[H-].[Na+].[CH2:24](I)[CH3:25]>CS(C)=O>[CH2:24]([O:1][C:2]1[CH:3]=[C:4]([C:8]2[C:13](=[O:14])[C:12]([C:15]3[CH:20]=[CH:19][CH:18]=[CH:17][CH:16]=3)=[CH:11][N:10]([CH3:21])[CH:9]=2)[CH:5]=[CH:6][CH:7]=1)[CH3:25] |f:1.2|. Reported procedure: A 3.2 g. portion of the product of Example 145 was added to a suspension of 0.86 g. of sodium hydride in 50 ml. of dimethylsulfoxide. The mixture was stirred at room temperature, and 3.5 g. of ethyl iodide was added. The mixture was stirred for two and one-half hours more, and extracted with ethyl acetate. The extract was washed with dilute hydrochloric acid and then with water, and dried. The dried extract was then filtered and concentrated to dryness under vacuum. The product was 2.2 g. of 3-(...